Dataset: the Open Reaction Database (ORD), a public repository of structured organic reaction records. Task: describe an organic reaction: reactants, conditions, products, and yield The reactants are Cc1cc(CBr)ccc1C#N, O=C([O-])[O-], C1CCOC1, [K+], [K+], c1c[nH]cn1. As a reaction SMILES: [Br:12][CH2:13][c:14]1[cH:15][c:16]([CH3:22])[c:17]([C:18]#[N:19])[cH:20][cH:21]1.[C:1](=[O:2])([O-:3])[O-:4].[CH2:23]1[O:24][CH2:25][CH2:26][CH2:27]1.[K+:5].[K+:6].[nH:7]1[cH:8][n:9][cH:10][cH:11]1>>[n:7]1([CH2:13][c:14]2[cH:15][c:16]([CH3:22])[c:17]([C:18]#[N:19])[cH:20][cH:21]2)[cH:8][n:9][cH:10][cH:11]1. The product is Cc1cc(Cn2ccnc2)ccc1C#N. Reactants: CCOC(=O)c1ncc2c3ccccc3n(-c3ccccc3)c2c1O, O=C1CCC(=O)N1Br. Yields the product CCOC(=O)c1nc(Br)c2c3ccccc3n(-c3ccccc3)c2c1O. Reaction SMILES: [CH2:1]([CH3:2])[O:3][C:4](=[O:5])[c:6]1[c:7]([OH:25])[c:8]2[n:9](-[c:19]3[cH:20][cH:21][cH:22][cH:23][cH:24]3)[c:10]3[cH:11][cH:12][cH:13][cH:14][c:15]3[c:16]2[cH:17][n:18]1.[O:26]=[C:27]1[N:28]([Br:33])[C:29](=[O:30])[CH2:31][CH2:32]1>>[CH2:1]([CH3:2])[O:3][C:4](=[O:5])[c:6]1[c:7]([OH:25])[c:8]2[n:9](-[c:19]3[cH:20][cH:21][cH:22][cH:23][cH:24]3)[c:10]3[cH:11][cH:12][cH:13][cH:14][c:15]3[c:16]2[c:17]([Br:33])[n:18]1.